This data is from the Open Reaction Database (ORD), a public repository of structured organic reaction records. The task is: describe an organic reaction: reactants, conditions, products, and yield The reactants are 5, ClC1=CC=C(CNC(=O)C=2C=NC3=CC=C(C=C3C2O)C#CCO)C=C1 (N-(4-chlorobenzyl)-4-hydroxy-6-(3-hydroxy-1-propynyl)-3-quinolinecarboxamide), O (Water), C(=O)([O-])[O-].[K+].[K+] (K2CO3), BrCCBr (1,2-dibromoethane). Solvent: CN(C)C=O (DMF). Reaction conditions: temperature 90 celsius. Yields the product ClC1=CC=C(CNC(=O)C2=CN(C3=CC=C(C=C3C2=O)C#CCO)C=C)C=C1 (N-(4-Chlorobenzyl)-6-(3-hydroxy-1-propynyl)-4-oxo-1-vinyl-1,4-dihydro-3-quinolinecarboxamide). As a reaction SMILES: [Cl:1][C:2]1[CH:26]=[CH:25][C:5]([CH2:6][NH:7][C:8]([C:10]2[CH:11]=[N:12][C:13]3[C:18]([C:19]=2[OH:20])=[CH:17][C:16]([C:21]#[C:22][CH2:23][OH:24])=[CH:15][CH:14]=3)=[O:9])=[CH:4][CH:3]=1.C([O-])([O-])=O.[K+].[K+].Br[CH2:34][CH2:35]Br.O>CN(C=O)C>[Cl:1][C:2]1[CH:3]=[CH:4][C:5]([CH2:6][NH:7][C:8]([C:10]2[C:19](=[O:20])[C:18]3[C:13](=[CH:14][CH:15]=[C:16]([C:21]#[C:22][CH2:23][OH:24])[CH:17]=3)[N:12]([CH:34]=[CH2:35])[CH:11]=2)=[O:9])=[CH:25][CH:26]=1 |f:1.2.3|. Reported procedure: A solution of N-(4-chlorobenzyl)-4-hydroxy-6-(3-hydroxy-1-propynyl)-3-quinolinecarboxamide from Preparation No. 5 (1.83 g) is dissolved in DMF (25 mL), and K2CO3 (1.38 g) and 1,2-dibromoethane (4.3 mL) are added. The reaction mixture is heated to 90° C. for 2 h. Water is added and the mixture is extracted with ethyl acetate and then chloroform. The combined organic layers are concentrated in vacuo to give 2.5 g of a dark oil. Column chromatography (elution with 1-3% MeOH/CHCl3) gave 0.378 g of 1... Starting materials: C1(CCCCC1)N (Cyclohexyl amine), COC(=O)C=1C=C(C2=C(S(CC3=C(O2)C(=CC(=C3)NC(CCl)=O)Cl)(=O)=O)C1)C (4-Chloro-2-(2-chloro-acetylamino)-6-methyl-10,10-dioxo-10,11-dihydro-5-oxa-10lambda*6*-thia-dibenzo[a,d]cycloheptene-8-carboxylic acid methyl ester). The solvent is CN(C)C=O (DMF). Run at temperature 80 celsius, time 3 hour. Yields the product COC(=O)C=1C=C(C2=C(S(CC3=C(O2)C(=CC(=C3)NC(CNC3CCCCC3)=O)Cl)(=O)=O)C1)C (4-Chloro-2-(2-cyclohexylamino-acetylamino)-6-methyl-10,10-dioxo-10,11-dihydro -5-oxa-10lambda*6*-thia-dibenzo[a,d]cycloheptene-8-carboxylic acid methyl ester). Reaction SMILES: [CH:1]1([NH2:7])[CH2:6][CH2:5][CH2:4][CH2:3][CH2:2]1.[CH3:8][O:9][C:10]([C:12]1[CH:13]=[C:14]([CH3:35])[C:15]2[O:21][C:20]3[C:22]([Cl:31])=[CH:23][C:24]([NH:26][C:27](=[O:30])[CH2:28]Cl)=[CH:25][C:19]=3[CH2:18][S:17](=[O:33])(=[O:32])[C:16]=2[CH:34]=1)=[O:11]>CN(C=O)C>[CH3:8][O:9][C:10]([C:12]1[CH:13]=[C:14]([CH3:35])[C:15]2[O:21][C:20]3[C:22]([Cl:31])=[CH:23][C:24]([NH:26][C:27](=[O:30])[CH2:28][NH:7][CH:1]4[CH2:6][CH2:5][CH2:4][CH2:3][CH2:2]4)=[CH:25][C:19]=3[CH2:18][S:17](=[O:33])(=[O:32])[C:16]=2[CH:34]=1)=[O:11]. Reported procedure: Cyclohexyl amine (0.3 ml, 2.7 mmol) was added to a solution of Example 133 (0.4 g, 0.9 mmol) in DMF (10 mL). The reaction mixture was stirred at 80° C. for 3 h, concentrated, treated with water and the solid that precipitated was filtered, washed with water and purified using flash chromatography (silica gel, 2% methanol/chloroform) to obtain the title compound. Yield: 0.365 g (80%); 1H NMR (CDCl3): δ 1.21 (q, 2H, CH2), 1.25 (q, 2H, CH2), 1.63 (bs, 2H, CH2), 1.73 (bs, 2H, CH2), 1.88 (bs, 2H, CH2... Starting materials: C(C1=CC=CC=C1)O[C@@H]1[C@H](O[C@@]([C@@H]([C@H]1OCC1=CC=CC=C1)OCC1=CC=CC=C1)(OC)C1=CC(=C(C=C1)Cl)CC1=CC=C(C=C1)OCC(F)F)CO[Si](C)(C)C(C)(C)C ([[(2R,3R,4S,5R,6S)-3,4,5-tribenzyloxy-6-[4-chloro-3-[[4-(2,2-difluoroethoxy)phenyl]methyl]phenyl]-6-methoxy-tetrahydropyran-2-yl]methoxy]tert-butyl-dimethyl-silane), C(C)(=O)Cl (acetyl chloride). Solvent: CO (methanol). Run at time 1 hour. Yields the product C(C1=CC=CC=C1)O[C@@H]1[C@H](O[C@@]([C@@H]([C@H]1OCC1=CC=CC=C1)OCC1=CC=CC=C1)(OC)C1=CC(=C(C=C1)Cl)CC1=CC=C(C=C1)OCC(F)F)CO ([(2R,3R,4S,5R,6S)-3,4,5-tribenzyloxy-6-[4-chloro-3-[[4-(2,2-difluoro-ethoxy)phenyl]methyl]phenyl]-6-methoxy-tetrahydropyran-2-yl]methanol). Isolated yield 34.5%. As a reaction SMILES: [CH2:1]([O:8][C@H:9]1[C@H:14]([O:15][CH2:16][C:17]2[CH:22]=[CH:21][CH:20]=[CH:19][CH:18]=2)[C@@H:13]([O:23][CH2:24][C:25]2[CH:30]=[CH:29][CH:28]=[CH:27][CH:26]=2)[C@@:12]([C:33]2[CH:38]=[CH:37][C:36]([Cl:39])=[C:35]([CH2:40][C:41]3[CH:46]=[CH:45][C:44]([O:47][CH2:48][CH:49]([F:51])[F:50])=[CH:43][CH:42]=3)[CH:34]=2)([O:31][CH3:32])[O:11][C@@H:10]1[CH2:52][O:53][Si](C(C)(C)C)(C)C)[C:2]1[CH:7]=[CH:6][CH:5]=[CH:4][CH:3]=1.C(Cl)(=O)C>CO>[CH2:1]([O:8][C@H:9]1[C@H:14]([O:15][CH2:16][C:17]2[CH:18]=[CH:19][CH:20]=[CH:21][CH:22]=2)[C@@H:13]([O:23][CH2:24][C:25]2[CH:30]=[CH:29][CH:28]=[CH:27][CH:26]=2)[C@@:12]([C:33]2[CH:38]=[CH:37][C:36]([Cl:39])=[C:35]([CH2:40][C:41]3[CH:46]=[CH:45][C:44]([O:47][CH2:48][CH:49]([F:50])[F:51])=[CH:43][CH:42]=3)[CH:34]=2)([O:31][CH3:32])[O:11][C@@H:10]1[CH2:52][OH:53])[C:2]1[CH:3]=[CH:4][CH:5]=[CH:6][CH:7]=1. Reported procedure: [[(2R,3R,4S,5R,6S)-3,4,5-tribenzyloxy-6-[4-chloro-3-[[4-(2,2-difluoroethoxy)phenyl]methyl]phenyl]-6-methoxy-tetrahydropyran-2-yl]methoxy]tert-butyl-dimethyl-silane 12g (4.10 g, 4.78 mmol) was dissolved in 30 mL methanol, followed by addition of acetyl chloride (51 μL, 0.72 mmol). The reaction mixture was stirred for 1 hour. Thereafter, the reaction mixture was concentrated under reduced pressure and the resulting residue was purified by column chromatography to obtain the title compound [(2R,3R,...